This data is from the Open Reaction Database (ORD), a public repository of structured organic reaction records. The task is: describe an organic reaction: reactants, conditions, products, and yield Reactants: C1CCOC1, CN(C)CCCNC(=O)c1cccc(-c2ccc(CSCCOc3ccccc3)cc2)c1, CN(C)CCCCN, O=C(O)c1ccccc1-c1ccccc1CSCCOc1ccccc1. Yields the product CN(C)CCCCNC(=O)c1ccccc1-c1ccccc1CSCCOc1ccccc1. Reaction SMILES: [CH2:67]1[O:68][CH2:69][CH2:70][CH2:71]1.[CH3:1][N:2]([CH3:3])[CH2:4][CH2:5][CH2:6][NH:7][C:8]([c:9]1[cH:10][c:11](-[c:12]2[cH:13][cH:14][c:15]([CH2:16][S:17][CH2:18][CH2:19][O:20][c:21]3[cH:22][cH:23][cH:24][cH:25][cH:26]3)[cH:27][cH:28]2)[cH:29][cH:30][cH:31]1)=[O:32].[CH3:59][N:60]([CH2:61][CH2:62][CH2:63][CH2:64][NH2:65])[CH3:66].[O:33]([c:34]1[cH:35][cH:36][cH:37][cH:38][cH:39]1)[CH2:40][CH2:41][S:42][CH2:43][c:44]1[c:45](-[c:50]2[c:51]([C:56](=[O:57])[OH:58])[cH:52][cH:53][cH:54][cH:55]2)[cH:46][cH:47][cH:48][cH:49]1>>[O:33]([c:34]1[cH:35][cH:36][cH:37][cH:38][cH:39]1)[CH2:40][CH2:41][S:42][CH2:43][c:44]1[c:45](-[c:50]2[c:51]([C:56](=[O:58])[NH:65][CH2:64][CH2:63][CH2:62][CH2:61][N:60]([CH3:59])[CH3:66])[cH:52][cH:53][cH:54][cH:55]2)[cH:46][cH:47][cH:48][cH:49]1. RXN SMILES: [O:1]=[C:2]([CH3:15])[CH2:3][C:4]1[CH:14]=[CH:13][C:7]([C:8]([O:10][CH2:11][CH3:12])=[O:9])=[CH:6][CH:5]=1.C([O-])(=O)C.[NH4+].[BH4-].[Na+]>CO>[OH:1][CH:2]([CH3:15])[CH2:3][C:4]1[CH:14]=[CH:13][C:7]([C:8]([O:10][CH2:11][CH3:12])=[O:9])=[CH:6][CH:5]=1 |f:1.2,3.4|. Reported procedure: Ethyl 4-(2-oxopropyl)benzoate (2.25 g, 10.9 mmol, 1 eq) and ammonium acetate (8.40 g, 109 mmol, 9.97 eq) were dissolved in MeOH (45 mL). While stirring at room temperature, sodium borohydride (684 mg, 18.1 mmol, 1.65 eq) was added. The resulting reaction mixture was stirred overnight at room temperature. The reaction was concentrated and partitioned between CH2Cl2 and 1M NaOH (aq.). The organic layer was removed and saved and the aqueous layer was extracted with CH2Cl2. The organic layers were c... Product: OC(CC1=CC=C(C(=O)OCC)C=C1)C (ethyl 4-(2-hydroxypropyl)benzoate). Isolated yield 52.0%. Solvent: CO (MeOH). Starting materials: O=C(CC1=CC=C(C(=O)OCC)C=C1)C (Ethyl 4-(2-oxopropyl)benzoate), C(C)(=O)[O-].[NH4+] (ammonium acetate), [BH4-].[Na+] (sodium borohydride).